This data is from the Open Reaction Database (ORD), a public repository of structured organic reaction records. The task is: describe an organic reaction: reactants, conditions, products, and yield Reactants: N (ammonia), Br.NC=1N(C2=C(C(=NC=3C=C(C=CC23)Br)Cl)N1)CC(C)(O)C (1-(2-Amino-7-bromo-4-chloro-1H-imidazo[4,5-c]quinolin-1-yl)-2-methylpropan-2-ol hydrobromide), N (ammonia), solution. Solvent: CO (methanol), CO (methanol). Conditions: temperature 140 celsius, time 15 minute. Yields the product NC=1N(C2=C(C(=NC=3C=C(C=CC23)Br)N)N1)CC(C)(O)C (1-(2,4-diamino-7-bromo-1H-imidazo[4,5-c]quinolin-1-yl)-2-methylpropan-2-ol). Reaction SMILES: Br.[NH2:2][C:3]1[N:4]([CH2:18][C:19]([CH3:22])([OH:21])[CH3:20])[C:5]2[C:14]3[CH:13]=[CH:12][C:11]([Br:15])=[CH:10][C:9]=3[N:8]=[C:7](Cl)[C:6]=2[N:17]=1.[NH3:23]>CO>[NH2:2][C:3]1[N:4]([CH2:18][C:19]([CH3:22])([OH:21])[CH3:20])[C:5]2[C:14]3[CH:13]=[CH:12][C:11]([Br:15])=[CH:10][C:9]=3[N:8]=[C:7]([NH2:23])[C:6]=2[N:17]=1 |f:0.1|. Reported procedure: 1-(2-Amino-7-bromo-4-chloro-1H-imidazo[4,5-c]quinolin-1-yl)-2-methylpropan-2-ol hydrobromide (1.18 g, 3.19 mmol) and ammonia (50 mL of a 7 N solution in methanol) were added to a pressure vessel, which was sealed and heated at 140° C. for five days. Additional ammonia in methanol was added after two days. When the reaction was complete, the volatiles were removed under reduced pressure, and the residue was stirred with aqueous sodium hydroxide (100 mL of 2 N) for 15 minutes. A solid was present ... The reactants are CO, O=[N+]([O-])c1ccc(O)c(-c2cncs2)c1. Product: Nc1ccc(O)c(-c2cncs2)c1. As a reaction SMILES: [CH3:16][OH:17].[N+:1]([O-:2])(=[O:3])[c:4]1[cH:5][c:6](-[c:11]2[cH:12][n:13][cH:14][s:15]2)[c:7]([OH:10])[cH:8][cH:9]1>>[NH2:1][c:4]1[cH:5][c:6](-[c:11]2[cH:12][n:13][cH:14][s:15]2)[c:7]([OH:10])[cH:8][cH:9]1. Reaction SMILES: [CH3:35][CH2:36][OH:37].[F:1][c:2]1[cH:3][cH:4][c:5](-[c:8]2[nH:9][c:10](-[c:29]3[cH:30][cH:31][cH:32][cH:33][cH:34]3)[c:11]([C:19](=[O:20])[O:21][CH2:22][c:23]3[cH:24][cH:25][cH:26][cH:27][cH:28]3)[c:12]2-[c:13]2[cH:14][cH:15][n:16][cH:17][cH:18]2)[cH:6][cH:7]1>>[F:1][c:2]1[cH:3][cH:4][c:5](-[c:8]2[nH:9][c:10](-[c:29]3[cH:30][cH:31][cH:32][cH:33][cH:34]3)[c:11]([C:19](=[O:20])[OH:21])[c:12]2-[c:13]2[cH:14][cH:15][n:16][cH:17][cH:18]2)[cH:6][cH:7]1. Yields the product O=C(O)c1c(-c2ccccc2)[nH]c(-c2ccc(F)cc2)c1-c1ccncc1. Reactants: CCO, O=C(OCc1ccccc1)c1c(-c2ccccc2)[nH]c(-c2ccc(F)cc2)c1-c1ccncc1. The reactants are S(=O)(=O)(OCCC1=CC=C(C=C1)N(C)C)C1=CC=C(C)C=C1 (4-Dimethylaminophenethyl tosylate), C([O-])([O-])=O.[Na+].[Na+] (sodium carbonate), [I-].[Na+] (sodium iodide), O[C@H]1CNCC1 ((R)-3-hydroxypyrrolidine). Solvent: C(C)#N (acetonitrile). Run at temperature 90 celsius. The product is CN(C1=CC=C(CCN2C[C@@H](CC2)O)C=C1)C ((R)-1-(4-dimethylaminophenethyl)-3-hydroxypyrrolidine), oil. Yield: 71.0%. RXN SMILES: S(C1C=CC(C)=CC=1)(O[CH2:5][CH2:6][C:7]1[CH:12]=[CH:11][C:10]([N:13]([CH3:15])[CH3:14])=[CH:9][CH:8]=1)(=O)=O.C(=O)([O-])[O-].[Na+].[Na+].[I-].[Na+].[OH:31][C@@H:32]1[CH2:36][CH2:35][NH:34][CH2:33]1>C(#N)C>[CH3:15][N:13]([CH3:14])[C:10]1[CH:9]=[CH:8][C:7]([CH2:6][CH2:5][N:34]2[CH2:35][CH2:36][C@@H:32]([OH:31])[CH2:33]2)=[CH:12][CH:11]=1 |f:1.2.3,4.5|. Procedure: 4-Dimethylaminophenethyl tosylate (1.91 g, 6.0 mmol), sodium carbonate (750 mg, 7.0 mmol) and sodium iodide (40 mg, 0.26 mmol) were added to a solution of (R)-3-hydroxypyrrolidine (522 mg, 6.0 mmol) in acetonitrile (40 ml), and they were heated under reflux at 90° C. for 4 hours. The solvent was evaporated under reduced pressure. The obtained residue was distributed in 2 M NaOH and chloroform. The organic layer was dried and the solvent was evaporated under reduced pressure. The residue was subj...